Task: describe an organic reaction: reactants, conditions, products, and yield. Dataset: the Open Reaction Database (ORD), a public repository of structured organic reaction records Starting materials: O=C(Cl)c1ccc(Cl)cc1, O=C(O)Cc1cccs1. Yields the product O=C(O)Cc1ccc(C(=O)c2ccc(Cl)cc2)s1. Reaction SMILES: [Cl:10][c:11]1[cH:12][cH:13][c:14]([C:15](=[O:16])[Cl:17])[cH:18][cH:19]1.[s:1]1[c:2]([CH2:6][C:7](=[O:8])[OH:9])[cH:3][cH:4][cH:5]1>>[s:1]1[c:2]([CH2:6][C:7](=[O:8])[OH:9])[cH:3][cH:4][c:5]1[C:15]([c:14]1[cH:13][cH:12][c:11]([Cl:10])[cH:19][cH:18]1)=[O:16].